From a dataset of the Open Reaction Database (ORD), a public repository of structured organic reaction records. describe an organic reaction: reactants, conditions, products, and yield Starting materials: CCCCC(C)(C)C(=O)NCC(O)C(CC(COCc1ccccc1)C(C)C)NC(=O)OC(C)(C)C, COC(C)(C)OC, CC(C)=O. The product is CCCCC(C)(C)C(=O)NCC1OC(C)(C)N(C(=O)OC(C)(C)C)C1CC(COCc1ccccc1)C(C)C. RXN SMILES: [CH2:1]([c:2]1[cH:3][cH:4][cH:5][cH:6][cH:7]1)[O:8][CH2:9][CH:10]([CH2:11][CH:12]([CH:13]([CH2:14][NH:15][C:16]([C:17]([CH2:18][CH2:19][CH2:20][CH3:21])([CH3:22])[CH3:23])=[O:24])[OH:25])[NH:26][C:27]([O:28][C:29]([CH3:30])([CH3:31])[CH3:32])=[O:33])[CH:34]([CH3:35])[CH3:36].[CH3:37][O:38][C:39]([CH3:40])([CH3:41])[O:42][CH3:43].[CH3:44][C:45](=[O:46])[CH3:47]>>[CH2:1]([c:2]1[cH:3][cH:4][cH:5][cH:6][cH:7]1)[O:8][CH2:9][CH:10]([CH2:11][CH:12]1[CH:13]([CH2:14][NH:15][C:16]([C:17]([CH2:18][CH2:19][CH2:20][CH3:21])([CH3:22])[CH3:23])=[O:24])[O:25][C:39]([CH3:40])([CH3:41])[N:26]1[C:27]([O:28][C:29]([CH3:30])([CH3:31])[CH3:32])=[O:33])[CH:34]([CH3:35])[CH3:36].